Dataset: the Open Reaction Database (ORD), a public repository of structured organic reaction records. Task: describe an organic reaction: reactants, conditions, products, and yield Reactants: C(C1=CC=CC=C1)OC(=O)N1N=C(C(=C1C(C)C)CC1=CC=CC=C1)O[C@H]1[C@H](OC(C(C)(C)C)=O)[C@@H](OC(C(C)(C)C)=O)[C@H](OC(C(C)(C)C)=O)[C@H](O1)COC(C(C)(C)C)=O (1-benzyloxycarbonyl-4-benzyl-5-isopropyl-3-(2,3,4,6-tetra-O-pivaloyl-β-D-glucopyranosyl-oxy)-1H-pyrazole). The reagents and catalysts are [Pd] (palladium on carbon). Solvent: CO (methanol). Reaction conditions: time 13 hour. The product is C(C1=CC=CC=C1)C=1C(=NNC1C(C)C)O[C@H]1[C@H](OC(C(C)(C)C)=O)[C@@H](OC(C(C)(C)C)=O)[C@H](OC(C(C)(C)C)=O)[C@H](O1)COC(C(C)(C)C)=O (4-benzyl-5-isopropyl-3-(2,3,4,6-tetra-O-pivaloyl-β-D-glucopyranosyloxy)-1H-pyrazole). Isolated yield 96.9%. As a reaction SMILES: C(OC([N:11]1[C:15]([CH:16]([CH3:18])[CH3:17])=[C:14]([CH2:19][C:20]2[CH:25]=[CH:24][CH:23]=[CH:22][CH:21]=2)[C:13]([O:26][C@@H:27]2[O:53][C@H:52]([CH2:54][O:55][C:56](=[O:61])[C:57]([CH3:60])([CH3:59])[CH3:58])[C@@H:44]([O:45][C:46](=[O:51])[C:47]([CH3:50])([CH3:49])[CH3:48])[C@H:36]([O:37][C:38](=[O:43])[C:39]([CH3:42])([CH3:41])[CH3:40])[C@H:28]2[O:29][C:30](=[O:35])[C:31]([CH3:34])([CH3:33])[CH3:32])=[N:12]1)=O)C1C=CC=CC=1>CO.[Pd]>[CH2:19]([C:14]1[C:13]([O:26][C@@H:27]2[O:53][C@H:52]([CH2:54][O:55][C:56](=[O:61])[C:57]([CH3:58])([CH3:60])[CH3:59])[C@@H:44]([O:45][C:46](=[O:51])[C:47]([CH3:50])([CH3:49])[CH3:48])[C@H:36]([O:37][C:38](=[O:43])[C:39]([CH3:40])([CH3:42])[CH3:41])[C@H:28]2[O:29][C:30](=[O:35])[C:31]([CH3:34])([CH3:32])[CH3:33])=[N:12][NH:11][C:15]=1[CH:16]([CH3:18])[CH3:17])[C:20]1[CH:25]=[CH:24][CH:23]=[CH:22][CH:21]=1. Reported procedure: To a solution of 1-benzyloxycarbonyl-4-benzyl-5-isopropyl-3-(2,3,4,6-tetra-O-pivaloyl-β-D-glucopyranosyl-oxy)-1H-pyrazole (0.228 g) in methanol (5 mL) was added 10% palladium on carbon (50% wet: 0.40 g). In addition, the mixture was stirred under a hydrogen atmosphere at room temperature for 13 hours. The insoluble materials were removed by filtration through Celite®, and the filtrate was concentrated under reduced pressure to give 4-benzyl-5-isopropyl-3-(2,3,4,6-tetra-O-pivaloyl-β-D-glucopyrano...